From a dataset of the Open Reaction Database (ORD), a public repository of structured organic reaction records. describe an organic reaction: reactants, conditions, products, and yield The reactants are Cl.COC=1C=C(N)C=CC1N1C=NC(=C1)C (3-Methoxy-4-(4-methyl-1H-imidazol-1-yl)aniline hydrochloride), N#CN (cyanamide), Cl (hydrochloric acid). Solvent: C(C)O (ethanol), O (water). Product: COC=1C=C(C=CC1N1C=NC(=C1)C)NC(=N)N (1-(3-Methoxy-4-(4-methyl-1H-imidazol-1-yl)phenyl)guanidine). RXN SMILES: Cl.[CH3:2][O:3][C:4]1[CH:5]=[C:6]([CH:8]=[CH:9][C:10]=1[N:11]1[CH:15]=[C:14]([CH3:16])[N:13]=[CH:12]1)[NH2:7].[N:17]#[C:18][NH2:19].Cl>C(O)C.O>[CH3:2][O:3][C:4]1[CH:5]=[C:6]([NH:7][C:18]([NH2:19])=[NH:17])[CH:8]=[CH:9][C:10]=1[N:11]1[CH:15]=[C:14]([CH3:16])[N:13]=[CH:12]1 |f:0.1|. Reported procedure: 3-Methoxy-4-(4-methyl-1H-imidazol-1-yl)aniline hydrochloride (3 g, 12.52 mmol), cyanamide (0.684 g, 16.27 mmol) and hydrochloric acid (1.564 mL, 18.77 mmol) in ethanol (20 mL) were heated to reflux o.n. The reaction mixture was concentrated under reduced pressure before the residue was poured on potassium carbonate (1.730 g, 12.52 mmol) in water (60 mL) and then put in refrigerator o.n. The formed carbonate-salt was filtered off, and dried in vacuum oven o.n. The solid was washed with several po... Starting materials: C(#N)C=1C=CC2=C(C3C(C(O2)(C)C)(O)O3)C1 (6-cyano-3,4-dihydro-2,2-dimethyl-3,4-epoxy-2H-1-benzopyran-3-ol), C(CN)N (ethylenediamine). Run in C(C)O (ethanol). The product is NCCN[C@H]1[C@@H](C(OC2=C1C=C(C=C2)C#N)(C)C)O (trans-4-(2-Aminoethylamino)-6-cyano-3,4-dihydro-2,2-dimethyl-2H-1-benzopyran-3-ol). The yield is 77.8%. RXN SMILES: [C:1]([C:3]1[CH:4]=[CH:5][C:6]2[O:11][C:10]([CH3:13])([CH3:12])[C:9]3([O:15][CH:8]3[C:7]=2[CH:16]=1)O)#[N:2].[CH2:17]([NH2:20])[CH2:18][NH2:19]>C(O)C>[NH2:19][CH2:18][CH2:17][NH:20][C@@H:8]1[C:7]2[CH:16]=[C:3]([C:1]#[N:2])[CH:4]=[CH:5][C:6]=2[O:11][C:10]([CH3:12])([CH3:13])[C@H:9]1[OH:15]. Procedure details: A mixture of 6-cyano-3,4-dihydro-2,2-dimethyl-3,4-epoxy-2H-1-benzopyran-3-ol (0.927g) and ethylenediamine (2.78g) was heated under reflux in ethanol (70 ml) for 16 h. The solvent was evaporated in vacuo and the residue column chromatographed (Kieselgel 60, gradient elution: 0-9% 880 ammonia-methanol) giving the title compound (0.868g) as a foam. Reactants: CC1=NC2=CC=CC=C2C1(C)C (2,3,3-trimethylindolenine), CC1=C(CBr)C=CC=C1 (2-methylbenzyl bromide), N(=O)C1=C(C=CC2=CC=CC=C12)O (α-nitroso-β-naphthol), N1CCCCC1 (piperidine). Solvent: C1(=CC=CC=C1)C (toluene). Yields the product CC1=C(CN2C3=CC=CC=C3C(C23C=NC2=C(O3)C=CC3=CC=CC=C32)(C)C)C=CC=C1 (1-(2-methylbenzyl)-3,3-dimethylspiro[indoline-2,3'-[3H]-naphtho[2,1-b](1,4)-oxazine]). RXN SMILES: [CH3:1][C:2]1[C:10]([CH3:12])([CH3:11])[C:9]2[C:4](=[CH:5][CH:6]=[CH:7][CH:8]=2)[N:3]=1.[CH3:13][C:14]1[CH:21]=[CH:20][CH:19]=[CH:18][C:15]=1[CH2:16]Br.[N:22]([C:24]1[C:33]2[C:28](=[CH:29][CH:30]=[CH:31][CH:32]=2)[CH:27]=[CH:26][C:25]=1[OH:34])=O.N1CCCCC1>C1(C)C=CC=CC=1>[CH3:13][C:14]1[CH:21]=[CH:20][CH:19]=[CH:18][C:15]=1[CH2:16][N:3]1[C:2]2([O:34][C:25]3[CH:26]=[CH:27][C:28]4[C:33]([C:24]=3[N:22]=[CH:1]2)=[CH:32][CH:31]=[CH:30][CH:29]=4)[C:10]([CH3:12])([CH3:11])[C:9]2[C:4]1=[CH:5][CH:6]=[CH:7][CH:8]=2. Procedure details: In 100 ml of toluene were dissolved 4.8 g of 2,3,3-trimethylindolenine, 5.6 g of 2-methylbenzyl bromide, 4.7 g of α-nitroso-β-naphthol and 5.0 g of piperidine. Nitrogen gas was bubbled into the solution for 10 minutes and then the solution was refluxed in a nitrogen current for 2 hours. After the reaction, the reaction mixture was concentrated and then column chromatography separation was carried out by using silica gel as a supporting carrier and toluene as a developing solvent. The solvent was... The product is COc1ccccc1SCCCO. As a reaction SMILES: [CH3:1][O:2][c:3]1[c:4]([S:9][CH2:10][CH2:11][CH2:12][O:13][CH:14]2[CH2:15][CH2:16][CH2:17][CH2:18][O:19]2)[cH:5][cH:6][cH:7][cH:8]1.[CH3:37][OH:38].[c:20]1([CH3:21])[cH:22][cH:23][c:24]([S:25]([O-:26])(=[O:27])=[O:28])[cH:29][cH:30]1.[nH+:31]1[cH:32][cH:33][cH:34][cH:35][cH:36]1>>[CH3:1][O:2][c:3]1[c:4]([S:9][CH2:10][CH2:11][CH2:12][OH:13])[cH:5][cH:6][cH:7][cH:8]1. Reactants: COc1ccccc1SCCCOC1CCCCO1, CO, Cc1ccc(S(=O)(=O)[O-])cc1, c1cc[nH+]cc1. Starting materials: CC1=C(C(=CC(=C1)C)[N+](=O)[O-])S(=O)(=O)NC(C(F)(F)F)CC1=CNC2=CC=CC=C12 (2,4-dimethyl-6-nitro-N-[2,2,2-trifluoro-1-(1H-indol-3-ylmethyl)ethyl]benzenesulfonamide), C([O-])(O)=O.[Na+] (sodium bicarbonate), Cl (HCl). The reagents and catalysts are [Zn] (zinc). Run in CO (methanol). Conditions: time 3 hour. The product is NC1=C(C(=CC(=C1)C)C)S(=O)(=O)NC(C(F)(F)F)CC1=CNC2=CC=CC=C12 (2-amino-4,6-dimethyl-N-[2,2,2-trifluoro-1-(1H-indol-3-ylmethyl)ethyl]benzenesulfonamide). The yield is 86.8%. RXN SMILES: [CH3:1][C:2]1[CH:7]=[C:6]([CH3:8])[CH:5]=[C:4]([N+:9]([O-])=O)[C:3]=1[S:12]([NH:15][CH:16]([CH2:21][C:22]1[C:30]2[C:25](=[CH:26][CH:27]=[CH:28][CH:29]=2)[NH:24][CH:23]=1)[C:17]([F:20])([F:19])[F:18])(=[O:14])=[O:13].Cl.C(=O)(O)[O-].[Na+]>CO.[Zn]>[NH2:9][C:4]1[CH:5]=[C:6]([CH3:8])[CH:7]=[C:2]([CH3:1])[C:3]=1[S:12]([NH:15][CH:16]([CH2:21][C:22]1[C:30]2[C:25](=[CH:26][CH:27]=[CH:28][CH:29]=2)[NH:24][CH:23]=1)[C:17]([F:20])([F:18])[F:19])(=[O:14])=[O:13] |f:2.3|. Procedure: To a solution of 125 mg (0.28 mmol) of 2,4-dimethyl-6-nitro-N-[2,2,2-trifluoro-1-(1H-indol-3-ylmethyl)ethyl]benzenesulfonamide in 5 mL of methanol was added 220 mg (3.36 (mmol) of zinc powder followed by 3 mL of 1 N aqueous HCl. After 3 hours, the mixture was made basic with saturated aqueous sodium bicarbonate solution and extracted with three 10 mL portions of ethyl acetate. The combined organic layers were washed with two 5 mL portions of saturated aqueous sodium bicarbonate solution and thre... Reactants: ClS(=O)(=O)C1=C(SC=C1)C(=O)OC (methyl 3-(chlorosulfonyl)thiophene-2-carboxylate), C1CCOC1 (THF), CN (methanamine). The solvent is C(Cl)Cl (DCM). Run at time 1 hour. The product is CNS(=O)(=O)C1=C(SC=C1)C(=O)OC (methyl 3-(N-methylsulfamoyl)thiophene-2-carboxylate). As a reaction SMILES: Cl[S:2]([C:5]1[CH:9]=[CH:8][S:7][C:6]=1[C:10]([O:12][CH3:13])=[O:11])(=[O:4])=[O:3].C1COCC1.[CH3:19][NH2:20]>C(Cl)Cl>[CH3:19][NH:20][S:2]([C:5]1[CH:9]=[CH:8][S:7][C:6]=1[C:10]([O:12][CH3:13])=[O:11])(=[O:4])=[O:3]. Procedure details: To a solution of methyl 3-(chlorosulfonyl)thiophene-2-carboxylate (500 mg, 2.077 mmol) in DCM (20 ml), methanamine 2N solution in THF (4.155 ml, 8.31 mmol) was added and the reaction was stirred for 1 hour at RT. The mixture was partitioned between 2N HCl and DCM and the aqueous phase was extracted with DCM. The combined organic layers were dried over sodium sulfate and the solvent was removed affording methyl 3-(N-methylsulfamoyl)thiophene-2-carboxylate (Int. 32) (430 mg, 1.828 mmol, MS/ESI+235...